Dataset: the Open Reaction Database (ORD), a public repository of structured organic reaction records. Task: describe an organic reaction: reactants, conditions, products, and yield Procedure details: To 28.4 g (0.082 mol) of methyl [2-(2-thienyl)ethylamino](2-chlorophenyl)acetate hydrochloride, prepared according to example 9. or 10., are added 50 ml of 1,2-dichloroethane and the solution of 7.5 g (0.09 mol) of sodium hydrogen carbonate in 100 ml of water. The mixture is stirred well, the phases are separated, the aqueous phase is washed with 2×30 ml of 1,2-dichloroethane, the combined organic layer is dried over anhydrous sodium sulfate and the solvent is removed in vacuo. The residual 25 g... The reactants are material, C=O (paraformaldehyde), Cl.S1C(=CC=C1)CCNC(C(=O)OC)C1=C(C=CC=C1)Cl (methyl [2-(2-thienyl)ethylamino](2-chlorophenyl)acetate hydrochloride), C(O)([O-])=O.[Na+] (sodium hydrogen carbonate), Cl (hydrochloric acid). Yields the product O.Cl.COC(C(N1CC2=C(CC1)SC=C2)C2=C(C=CC=C2)Cl)=O (Methyl(2-chlorophenyl)(6,7-dihydro-4H-thieno[3,2-c]pyridin-5-yl)acetate hydrochloride hydrate). The solvent is C(=O)O (formic acid), ClCCCl (1,2-dichloroethane), CC(=O)C (acetone), O (water). Isolated yield 86.6%. Reaction SMILES: Cl.[S:2]1[CH:6]=[CH:5][CH:4]=[C:3]1[CH2:7][CH2:8][NH:9][CH:10]([C:15]1[CH:20]=[CH:19][CH:18]=[CH:17][C:16]=1[Cl:21])[C:11]([O:13][CH3:14])=[O:12].[C:22](=O)([O-])O.[Na+].C=O.Cl>O.C(O)=O.CC(C)=O.ClCCCl>[OH2:12].[ClH:21].[CH3:14][O:13][C:11](=[O:12])[CH:10]([C:15]1[CH:20]=[CH:19][CH:18]=[CH:17][C:16]=1[Cl:21])[N:9]1[CH2:8][CH2:7][C:3]2[S:2][CH:6]=[CH:5][C:4]=2[CH2:22]1 |f:0.1,2.3,10.11.12|. Starting materials: C(C)NC(=CC(=O)OCC)C1=CC=C(C=C1)Cl (ethyl beta-ethylamino-4-chlorocinnamate), C(CC(=O)C)(=O)OCC (ethyl acetoacetate), N#N (N2). Conditions: temperature 170 celsius. The product is C(C)N1C(=C(C(=O)OCC)C(C=C1C)=O)C1=CC=C(C=C1)Cl (ethyl 1-ethyl-6-methyl-2-(4'-chlorophenyl)-4-oxonicotinate). Isolated yield 33.3%. Reaction SMILES: [CH2:1]([NH:3][C:4]([C:11]1[CH:16]=[CH:15][C:14]([Cl:17])=[CH:13][CH:12]=1)=[CH:5][C:6]([O:8][CH2:9][CH3:10])=[O:7])[CH3:2].[C:18](OCC)(=[O:23])[CH2:19][C:20]([CH3:22])=O.N#N>>[CH2:1]([N:3]1[C:20]([CH3:22])=[CH:19][C:18](=[O:23])[C:5]([C:6]([O:8][CH2:9][CH3:10])=[O:7])=[C:4]1[C:11]1[CH:12]=[CH:13][C:14]([Cl:17])=[CH:15][CH:16]=1)[CH3:2]. Procedure details: 6 g of ethyl beta-ethylamino-4-chlorocinnamate and 12 g of ethyl acetoacetate is mixed in a 50 ml 3-neck flask fitted with a N2 -inlet, magnetic stirring bar, thermometer and a short-path distillation head (with receiver). The reaction mixture is heated (170° C.) for 10 hours. Ethanol and water is collected in the distillation receiver. The reaction mixture are cooled and triturated with ethyl acetate/ether to yield 2.52 g of ethyl 1-ethyl-6-methyl-2-(4'-chlorophenyl)-4-oxonicotinate. The reactants are NCCC1=CC=C(C=C1)NS(=O)(=O)C1=CC=C(C=C1)C1=NOC(=N1)CCCC1CCCC1 (N-[4-(2-aminoethyl)phenyl]-4-[5-(3-cyclopentylpropyl)-[1,2,4]-oxadiazol-3-yl]benzensulfonamide), N1=CC(=CC=C1)[C@H]1OC1 ((R)-(Pyrid-3-yl)oxirane). The solvent is CO (methanol). The product is O[C@@H](CNCCC1=CC=C(C=C1)NS(=O)(=O)C1=CC=C(C=C1)C1=NOC(=N1)CCCC1CCCC1)C=1C=NC=CC1 ((R)-N-[4-[2-[[2-Hydroxy-2-(pyridin-3-yl)ethyl]amino]ethyl]phenyl]-4-[5-(3-cyclopentylpropyl)-[1,2,4]-oxadiazol-3-yl]benzensulfonamide). Isolated yield 14.8%. RXN SMILES: [NH2:1][CH2:2][CH2:3][C:4]1[CH:9]=[CH:8][C:7]([NH:10][S:11]([C:14]2[CH:19]=[CH:18][C:17]([C:20]3[N:24]=[C:23]([CH2:25][CH2:26][CH2:27][CH:28]4[CH2:32][CH2:31][CH2:30][CH2:29]4)[O:22][N:21]=3)=[CH:16][CH:15]=2)(=[O:13])=[O:12])=[CH:6][CH:5]=1.[N:33]1[CH:38]=[CH:37][CH:36]=[C:35]([C@@H:39]2[CH2:41][O:40]2)[CH:34]=1>CO>[OH:40][C@H:39]([C:35]1[CH:34]=[N:33][CH:38]=[CH:37][CH:36]=1)[CH2:41][NH:1][CH2:2][CH2:3][C:4]1[CH:9]=[CH:8][C:7]([NH:10][S:11]([C:14]2[CH:19]=[CH:18][C:17]([C:20]3[N:24]=[C:23]([CH2:25][CH2:26][CH2:27][CH:28]4[CH2:29][CH2:30][CH2:31][CH2:32]4)[O:22][N:21]=3)=[CH:16][CH:15]=2)(=[O:13])=[O:12])=[CH:6][CH:5]=1. Procedure: To a solution of amine from Example 29 (0.053 g, 0.117 mmol) in dry methanol (30.0 ml) was added 3-pyridine epoxide from Example 16 (0.021 g, 0.175 mmol). The resulting solution was refluxed overnight. After concentration, the residue was purified by silica gel chromatography (13% methanol in methylene chloride) to give 0.01 g (15%) of the title compound: 1H NMR (400 MHz, CD3OD) δ8.52 (d, 1H, J=1.9 Hz), 8.42 (dd, 1H, J=1.5, 4.8 Hz), 8.13 (d, 2H, J=8.6 Hz), 7.85 (m, 3H), 7.40 (dd, 1H, J=4.8, 7.8 ... The reactants are C1(=CC=CC=C1)C(N1CC(N(CC1)C(=O)OCC)(CC1=CC(=C(C=C1)OC)OC)C)C1=CC=CC=C1 (1-diphenylmethyl-3-methyl-3-(3,4-dimethoxybenzyl)-4-carbethoxy-piperazine), [H-].[Al+3].[Li+].[H-].[H-].[H-] (lithium aluminum hydride). Solvent: O1CCCC1 (tetrahydrofuran), O1CCCC1 (tetrahydrofuran). Reaction conditions: time 2 hour. Yields the product C1(=CC=CC=C1)C(N1CC(N(CC1)C)(CC1=CC(=C(C=C1)OC)OC)C)C1=CC=CC=C1 (1-diphenylmethyl-3-methyl-3-(3,4-dimethoxybenzyl)-4-methyl-piperazine). Yield: 97.0%. RXN SMILES: [C:1]1([CH:7]([C:31]2[CH:36]=[CH:35][CH:34]=[CH:33][CH:32]=2)[N:8]2[CH2:13][CH2:12][N:11]([C:14](OCC)=O)[C:10]([CH3:30])([CH2:19][C:20]3[CH:25]=[CH:24][C:23]([O:26][CH3:27])=[C:22]([O:28][CH3:29])[CH:21]=3)[CH2:9]2)[CH:6]=[CH:5][CH:4]=[CH:3][CH:2]=1.[H-].[Al+3].[Li+].[H-].[H-].[H-]>O1CCCC1>[C:31]1([CH:7]([C:1]2[CH:2]=[CH:3][CH:4]=[CH:5][CH:6]=2)[N:8]2[CH2:13][CH2:12][N:11]([CH3:14])[C:10]([CH3:30])([CH2:19][C:20]3[CH:25]=[CH:24][C:23]([O:26][CH3:27])=[C:22]([O:28][CH3:29])[CH:21]=3)[CH2:9]2)[CH:32]=[CH:33][CH:34]=[CH:35][CH:36]=1 |f:1.2.3.4.5.6|. Procedure: 14.5 g of 1-diphenylmethyl-3-methyl-3-(3,4-dimethoxybenzyl)-4-carbethoxy-piperazine (cf. Example 5) are dissolved in 170 ml of dry tetrahydrofuran and added dropwise, with stirring over a period of 2 hours, to a boiling suspension of 3.42 g of lithium aluminum hydride in 150 ml of dry tetrahydrofuran. The batch is kept at the boiling point for a further 2 hours. After careful addition of wter, the mixture is filtered and the filtrate evaporated. The remaining oil is further worked up as in Examp... RXN SMILES: C([N:4]([CH2:19][CH:20]=[CH2:21])[C:5]1[N:10]=[C:9]([N:11](CC=C)[CH2:12][CH:13]=[CH2:14])[N:8]=[C:7](Cl)[N:6]=1)C=C.[NH:22]([CH:40]1[CH2:45][C:44]([CH3:47])([CH3:46])[NH:43][C:42]([CH3:49])([CH3:48])[CH2:41]1)[CH2:23][CH2:24][CH2:25][CH2:26][CH2:27][CH2:28][NH:29][CH:30]1[CH2:35][C:34]([CH3:37])([CH3:36])[NH:33][C:32]([CH3:39])([CH3:38])[CH2:31]1.[OH-].[Na+].C1(C)C(C)=C[CH:55]=[CH:56][CH:57]=1>O>[CH3:46][C:44]1([CH3:47])[CH2:45][CH:40]([N:22]([C:7]2[N:8]=[C:9]([NH:11][CH2:12][CH:13]=[CH2:14])[N:10]=[C:5]([NH:4][CH2:57][CH:56]=[CH2:55])[N:6]=2)[CH2:23][CH2:24][CH2:25][CH2:26][CH2:27][CH2:28][N:29]([C:7]2[N:6]=[C:5]([NH:4][CH2:19][CH:20]=[CH2:21])[N:10]=[C:9]([NH:11][CH2:12][CH:13]=[CH2:14])[N:8]=2)[CH:30]2[CH2:35][C:34]([CH3:37])([CH3:36])[NH:33][C:32]([CH3:38])([CH3:39])[CH2:31]2)[CH2:41][C:42]([CH3:49])([CH3:48])[NH:43]1 |f:2.3|. Yields the product CC1(NC(CC(C1)N(CCCCCCN(C1CC(NC(C1)(C)C)(C)C)C1=NC(=NC(=N1)NCC=C)NCC=C)C1=NC(=NC(=N1)NCC=C)NCC=C)(C)C)C (2,2'-[Hexamethylenebis[(2,2,6,6-tetramethyl-4-piperidinyl)imino]]bis(4,6-diallylamino-1,3,5-triazine)). Reactants: C(C=C)N(C1=NC(=NC(=N1)N(CC=C)CC=C)Cl)CC=C (2,4-bis(diallylamino)-6-chloro-1,3,5-triazine), N(CCCCCCNC1CC(NC(C1)(C)C)(C)C)C1CC(NC(C1)(C)C)(C)C (4,4'-(hexamethylenediimino)bis(2,2,6,6-tetramethylpiperidine)), [OH-].[Na+] (sodium hydroxide), C=1(C(=CC=CC1)C)C (xylene). Solvent: O (water). Procedure details: A mixture of 2,4-bis(diallylamino)-6-chloro-1,3,5-triazine (14.2 grams; 0.046 mole), 4,4'-(hexamethylenediimino)bis(2,2,6,6-tetramethylpiperidine) (9.2 grams; 0.023 mole), powdered sodium hydroxide (1.84 grams; 0.046 mole), and xylene (50 mls) is heated at reflux for 36 hours using a water separator to remove byproduct water. The reaction mixture is then filtered hot and the filtrate is evaporated to obtain a light yellow oil which solidifies on standing. Recrystallization of the solid from hexa...